Dataset: the Open Reaction Database (ORD), a public repository of structured organic reaction records. Task: describe an organic reaction: reactants, conditions, products, and yield Reactants: CCOCC, CC(C)C(N)C(=O)O, [Na+], [OH-], Cc1ccc(S(=O)(=O)Cl)cc1. The product is Cc1ccc(S(=O)(=O)NC(C(=O)O)C(C)C)cc1. RXN SMILES: [CH3:20][CH2:21][O:22][CH2:23][CH3:24].[NH2:12][CH:13]([CH:14]([CH3:15])[CH3:16])[C:17](=[O:18])[OH:19].[Na+:26].[OH-:25].[S:1](=[O:2])(=[O:3])([c:4]1[cH:5][cH:6][c:7]([CH3:8])[cH:9][cH:10]1)[Cl:11]>>[S:1](=[O:2])(=[O:3])([c:4]1[cH:5][cH:6][c:7]([CH3:8])[cH:9][cH:10]1)[NH:12][CH:13]([CH:14]([CH3:15])[CH3:16])[C:17](=[O:18])[OH:19]. The reactants are COC(=O)C=1C=2C=NNC2C=CC1F (methyl-5-fluoro-1H-indazole-4-carboxylate), BrN1C(CCC1=O)=O (N-bromosuccinimide). Solvent: CN(C)C=O (DMF). Run at time 1 hour. The product is BrC1=NNC=2C=CC(=C(C12)C(=O)OC)F (Methyl 3-bromo-5-fluoro-1H-indazole-4-carboxylate). Isolated yield 68.6%. Reaction SMILES: [CH3:1][O:2][C:3]([C:5]1[C:6]2[CH:7]=[N:8][NH:9][C:10]=2[CH:11]=[CH:12][C:13]=1[F:14])=[O:4].[Br:15]N1C(=O)CCC1=O>CN(C=O)C>[Br:15][C:7]1[C:6]2[C:5]([C:3]([O:2][CH3:1])=[O:4])=[C:13]([F:14])[CH:12]=[CH:11][C:10]=2[NH:9][N:8]=1. Procedure details: To a solution of methyl-5-fluoro-1H-indazole-4-carboxylate (0.475 g, 2.45 mmol) in 25 mL of DMF was added N-bromosuccinimide (0.566 g, 3.18 mmol). This mixture was stirred at ambient temperature for one hour, then quenched with water. This mixture was extracted with EtOAc, and the combined organic extracts washed with brine, dried over sodium sulfate and concentrated under reduced pressure. Column chromatography (1:1 EtOAc/Hexane) afforded 0.459 g (69%) of the title compound. The reactants are C(=O)(O)C1=C(C=CC=C1)CC(=O)OCCBr (2-bromoethyl 2-carboxy-phenylacetate), P(Cl)(Cl)(Cl)(Cl)Cl (PCl5), C(=O)(O)C1=C(C=CC=C1)CC(=O)OCCBr (2-bromoethyl 2-carboxyphenylacetate), P(Cl)(Cl)(Cl)(Cl)Cl (PCl5), C(CC=1C(C(=O)O)=CC=CC1)(=O)O (homophthalic acid), BrCCO (2-bromoethanol). Reagents/catalysts: S(O)(O)(=O)=O (sulfuric acid). Run in C1=CC=CC=C1 (benzene), C1=CC=CC=C1 (benzene). Yields the product C(=O)(O)C1=C(C=CC=C1)CC(=O)OCCBr (2-Bromoethyl 2-carboxyphenylacetate), BrCCC=1OC(=O)C2=CC=CC=C2C1Cl (3-(bromoethyl)-4-chloroisocoumarin). Yield: 46.0%. RXN SMILES: [C:1]([OH:13])(=O)[CH2:2][C:3]1[C:4](=[CH:8][CH:9]=[CH:10][CH:11]=1)[C:5]([OH:7])=O.[Br:14][CH2:15][CH2:16]O.[C:18]([C:21]1[CH:26]=[CH:25][CH:24]=[CH:23][C:22]=1[CH2:27][C:28]([O:30][CH2:31][CH2:32][Br:33])=[O:29])([OH:20])=[O:19].P(Cl)(Cl)(Cl)(Cl)[Cl:35]>C1C=CC=CC=1.S(=O)(=O)(O)O>[C:18]([C:21]1[CH:26]=[CH:25][CH:24]=[CH:23][C:22]=1[CH2:27][C:28]([O:30][CH2:31][CH2:32][Br:33])=[O:29])([OH:20])=[O:19].[Br:14][CH2:15][CH2:16][C:1]1[O:13][C:5]([C:4]2[C:3]([C:2]=1[Cl:35])=[CH:11][CH:10]=[CH:9][CH:8]=2)=[O:7]. Procedure details: 2-Bromoethyl 2-carboxyphenylacetate was prepared from heating 10 g of homophthalic acid (56 mmole) and 21 g of 2-bromoethanol (167 mmole) in 175 ml of benzene with a few drops of conc. sulfuric acid at 90°-110° for two hours, yield 64%. TLC shows that it is a pure compound. The cyclization of 2-bromoethyl 2-carboxy-phenylacetate with PCl5 was performed by a previous method with modification (Tirodkar, and Usgaonkar, Indian. J. Chem. 7, pp 1114-1116 (1969)). 1.15 g of 2-bromoethyl 2-carboxyphenyl... The reactants are FC1=C(C=C2C=CN(C(C2=C1)=O)C1=CC=C(C=C1)[N+](=O)[O-])OS(=O)(=O)C(F)(F)F (trifluoromethanesulfonic acid 7-fluoro-2-(4-nitro-phenyl)-1-oxo-1,2-dihydro-isoquinolin-6-yl ester), C1(CC1)N (cyclopropylamine). The product is NC1=CC=C(C=C1)N1C(C2=CC(=C(C=C2C=C1)NC1CC1)F)=O (2-(4-Amino-phenyl)-6-cyclopropylamino-7-fluoro-2H-isoquinolin-1-one). Reaction SMILES: [F:1][C:2]1[CH:11]=[C:10]2[C:5]([CH:6]=[CH:7][N:8]([C:13]3[CH:18]=[CH:17][C:16]([N+:19]([O-])=O)=[CH:15][CH:14]=3)[C:9]2=[O:12])=[CH:4][C:3]=1OS(C(F)(F)F)(=O)=O.[CH:30]1([NH2:33])[CH2:32][CH2:31]1>>[NH2:19][C:16]1[CH:17]=[CH:18][C:13]([N:8]2[CH:7]=[CH:6][C:5]3[C:10](=[CH:11][C:2]([F:1])=[C:3]([NH:33][CH:30]4[CH2:32][CH2:31]4)[CH:4]=3)[C:9]2=[O:12])=[CH:14][CH:15]=1. Procedure details: An analogous C—N coupling procedure to that described in Example 7 was performed on trifluoro-methanesulfonic acid 7-fluoro-2-(4-nitro-phenyl)-1-oxo-1,2-dihydro-isoquinolin-6-yl ester (Example 6) using cyclopropylamine as the nucleophile. Reduction of the nitro group was effected using the procedure outlined in Example 9. ES-MS (M+H)+=310. Reactants: polyphosphoric acid, ClC=1C=C(C=CC1F)NCCC(=O)O (3-(3-chloro-4-fluorophenylamino)propionic acid), ClC=1C=C(N)C=CC1F (3-chloro-4-fluoroaniline), C(C=C)(=O)O (acrylic acid), C(C=C)(=O)OC (methyl acrylate). Solvent: O (water), ClCCl (dichloromethane). Conditions: temperature 110 celsius, time 70 minute. Product: ClC1=C(C=C2C(CCNC2=C1)=O)F (7-chloro-6-fluoro-2,3-dihydro-4(1H)-quinolinone). Isolated yield 57.4%. As a reaction SMILES: [Cl:1][C:2]1[CH:3]=[C:4]([NH:9][CH2:10][CH2:11][C:12]([OH:14])=O)[CH:5]=[CH:6][C:7]=1[F:8].ClC1C=C(C=CC=1F)N.C(O)(=O)C=C.C(OC)(=O)C=C>ClCCl.O>[Cl:1][C:2]1[CH:3]=[C:4]2[C:5]([C:12](=[O:14])[CH2:11][CH2:10][NH:9]2)=[CH:6][C:7]=1[F:8]. Procedure: A mixture of polyphosphoric acid (600 g) and 3-(3-chloro-4-fluorophenylamino)propionic acid (38 g), which was synthesized from 3-chloro-4-fluoroaniline and acrylic acid or methyl acrylate by the method of W. S. Johnson et al. (The Journal of American Chemical Society, volume 71, page 1901, (1949)), was stirred at 110° C. for 70 minutes. The reaction mixture was poured into 1500 ml of water, then shaken with dichloromethane (1500 ml). The organic layer was washed twice with saturated aqueous NaCl... Starting materials: C=1(C(=CC=CC1)C)C (xylene), BrC1=CC=C(C=C1)C1=CC=CC=C1 (4-bromobiphenyl), C1=CC=CC=2C3=CC=CC=C3NC12 (carbazole), CC(C)([O-])C.[Na+] (sodium-tert-butoxide). Reagents/catalysts: C(C)(=O)[O-].[Pd+2].C(C)(=O)[O-] (palladium acetate), [CH-]1C=CC=C1P(C2=CC=CC=C2)C3=CC=CC=C3.[CH-]1C=CC=C1P(C2=CC=CC=C2)C3=CC=CC=C3.[Fe+2] (1,1-bis(diphenylphosphino)ferrocene). Run in C1(=CC=CC=C1)C (toluene). Run at temperature 120 celsius, time 7.5 hour. Product: C1(=CC=C(C=C1)N1C2=CC=CC=C2C=2C=CC=CC12)C1=CC=CC=C1 (9-(4-biphenylyl)carbazole). The yield is 87.7%. RXN SMILES: Br[C:2]1[CH:7]=[CH:6][C:5]([C:8]2[CH:13]=[CH:12][CH:11]=[CH:10][CH:9]=2)=[CH:4][CH:3]=1.[CH:14]1[C:26]2[NH:25][C:24]3[C:19](=[CH:20][CH:21]=[CH:22][CH:23]=3)[C:18]=2[CH:17]=[CH:16][CH:15]=1.CC(C)([O-])C.[Na+].C1(C)C(C)=CC=CC=1>C([O-])(=O)C.[Pd+2].C([O-])(=O)C.[CH-]1C(P(C2C=CC=CC=2)C2C=CC=CC=2)=CC=C1.[CH-]1C(P(C2C=CC=CC=2)C2C=CC=CC=2)=CC=C1.[Fe+2].C1(C)C=CC=CC=1>[C:5]1([C:8]2[CH:13]=[CH:12][CH:11]=[CH:10][CH:9]=2)[CH:6]=[CH:7][C:2]([N:25]2[C:26]3[CH:14]=[CH:15][CH:16]=[CH:17][C:18]=3[C:19]3[C:24]2=[CH:23][CH:22]=[CH:21][CH:20]=3)=[CH:3][CH:4]=1 |f:2.3,5.6.7,8.9.10|. Reported procedure: 12 g (50 mmol) of 4-bromobiphenyl, 8.4 g (50 mmol) of carbazole, 230 mg (1 mmol) of palladium acetate, 1.8 g (3.0 mmol) of 1,1-bis(diphenylphosphino)ferrocene, and 13 g (180 mmol) of sodium-tert-butoxide were put in a three-neck flask and the atmosphere of the flask was substituted by nitrogen, and then, 80 mL of dehydrated xylene was added thereto, and deaeration was performed. Under a nitrogen atmosphere, it was heated and stirred at 120° C. for 7.5 hours. After the termination of the reaction...